Dataset: the Open Reaction Database (ORD), a public repository of structured organic reaction records. Task: describe an organic reaction: reactants, conditions, products, and yield Product: [N+](=O)([O-])C1=CC=C(C=C1)C1CC(OC(C1)=O)=O (4-(4-Nitro-phenyl)-dihydro-pyran-2,6-dione). Reaction conditions: temperature 80 celsius. Procedure details: A flask was charged with 20.0 g (79.0 mmol) of 3-(4-nitro-phenyl)-pentanedioic acid (as prepared in the previous step) and 22.4 mL (237 mmol) of acetic anhydride. The mixture was heated to 80° C. for 1 h, cooled to RT, and treated slowly with ether until the product began to precipitate. After allowing the solid to fully precipitate, the solid was filtered, washed with ether, and air-dried to afford 13.0 g (70%) of the title compound as an off-white solid: 1H-NMR (CDCl3; 400 MHz): δ 8.28 (d, 2H,... The solvent is CCOCC (ether). Starting materials: [N+](=O)([O-])C1=CC=C(C=C1)C(CC(=O)O)CC(=O)O (3-(4-nitro-phenyl)-pentanedioic acid), C(C)(=O)OC(C)=O (acetic anhydride). Isolated yield 70.0%. Reaction SMILES: [N+:1]([C:4]1[CH:9]=[CH:8][C:7]([CH:10]([CH2:15][C:16]([OH:18])=[O:17])[CH2:11][C:12]([OH:14])=O)=[CH:6][CH:5]=1)([O-:3])=[O:2].C(OC(=O)C)(=O)C>CCOCC>[N+:1]([C:4]1[CH:5]=[CH:6][C:7]([CH:10]2[CH2:11][C:12](=[O:14])[O:18][C:16](=[O:17])[CH2:15]2)=[CH:8][CH:9]=1)([O-:3])=[O:2]. The reactants are P(=O)(Cl)(Cl)Cl (phosphorus oxychloride), P(=O)(Cl)(Cl)Cl (Phosphorus oxychloride), C(CCC)C=1NC(C2=C(N1)C=C(N2)C)=O (2-butyl-6-methyl-3H-pyrrolo[3,2-d]pyrimidin-4(5H)-one), P(=O)(Cl)(Cl)Cl (phosphorus oxychloride). The solvent is C(C)#N (acetonitrile). Conditions: time 3.5 hour. Product: C(CCC)C=1N=C(C2=C(N1)C=C(N2)C)Cl (2-Butyl-4-chloro-6-methyl-5H-pyrrolo[3,2-d]pyrimidine). Yield: 37.9%. RXN SMILES: P(Cl)(Cl)([Cl:3])=O.[CH2:6]([C:10]1[NH:11][C:12](=O)[C:13]2[NH:18][C:17]([CH3:19])=[CH:16][C:14]=2[N:15]=1)[CH2:7][CH2:8][CH3:9]>C(#N)C>[CH2:6]([C:10]1[N:11]=[C:12]([Cl:3])[C:13]2[NH:18][C:17]([CH3:19])=[CH:16][C:14]=2[N:15]=1)[CH2:7][CH2:8][CH3:9]. Procedure details: Phosphorus oxychloride (42.8 mL, 70.4 g, 0.459 mol) was added dropwise to a solution of 2-butyl-6-methyl-3H-pyrrolo[3,2-d]pyrimidin-4(5H)-one (37.5 g, 0.183 mol) in acetonitrile (750 mL) under an atmosphere of nitrogen. The reaction mixture was heated at reflux overnight. After cooling to room temperature an additional portion of phosphorus oxychloride (42.8 mL, 70.4 g, 0.459 mol) was added dropwise and heating continued for a further 3.5 hours. The reaction was cooled to room temperature again ... Reaction conditions: time 0.25 hour. Isolated yield 43.0%. Product: O[C@@H](C(=O)OC)CCCCCCCC ((R)-methyl 2-hydroxydecanoate). Procedure: Alternatively, the racemic hydroxyester (5.35 g, 26.5 mmol) can be dissolved in MeOH (24 mL) and H2O (56 mL) added. The enzyme was added (0.268 g, 5% by weight) and the pH adjusted by the addition of 1N NaOH. The reaction was stirred at ambient temperature for 55 hours by which time 15.0 mL of base had been added. Hexane (150 mL) was added in addition to Celite (2 g) and the reaction stirred for 0.25 hours. The reaction was filtered through Celite (6 g) and the filter washed with hexane (50 mL).... The reactants are base, racemic hydroxyester, CO (MeOH), O (H2O), [OH-].[Na+] (NaOH), CCCCCC (Hexane). Reaction SMILES: [OH2:1].[OH-:2].[Na+].[CH3:4][CH2:5][CH2:6][CH2:7][CH2:8][CH3:9].[CH3:10][OH:11]>>[OH:1][C@H:5]([CH2:6][CH2:7][CH2:8][CH2:9][CH2:4][CH2:5][CH2:6][CH3:7])[C:4]([O:11][CH3:10])=[O:2] |f:1.2|. Reactants: C(O)([O-])=O.[Na+] (sodium hydrogen carbonate), COC=1C=CC=C2C=NC(=NC12)C (8-methoxy-2-methylquinazoline), solution, B(Br)(Br)Br (boron tribromide). Run in ClCCl (dichloromethane), ClCCl (dichloromethane). Conditions: time 10 minute. Yields the product OC=1C=CC=C2C=NC(=NC12)C (8-hydroxy-2-methylquinazoline). Yield: 88.5%. As a reaction SMILES: C[O:2][C:3]1[CH:4]=[CH:5][CH:6]=[C:7]2[C:12]=1[N:11]=[C:10]([CH3:13])[N:9]=[CH:8]2.B(Br)(Br)Br.C(=O)([O-])O.[Na+]>ClCCl>[OH:2][C:3]1[CH:4]=[CH:5][CH:6]=[C:7]2[C:12]=1[N:11]=[C:10]([CH3:13])[N:9]=[CH:8]2 |f:2.3|. Procedure: To a solution of 8-methoxy-2-methylquinazoline (1.50 g) in dichloromethane (10 ml) was added 1M solution of boron tribromide in dichloromethane (12.9 ml) at 3-5° C. After 10 minutes, the reaction mixture was stirred at ambient temperature for 2 days. The mixture was adjusted to pH 7 with saturated sodium hydrogen carbonate, and extracted with dichloromethane twice. The organic layer was dried over anhydrous magnesium sulfate, filtered and evaporated in vacuo. The residue was crystallized from n-... Starting materials: O=C([O-])[O-], CCOC(C)=O, CN(C)C=O, Cc1cc(C)c(NC(=O)CCl)c(C)c1, CC1CN(C(c2ccc(F)cc2)c2ccc(F)cc2)CCN1, [K+], [K+], C1CCOC1. Yields the product Cc1cc(C)c(NC(=O)CN2CCN(C(c3ccc(F)cc3)c3ccc(F)cc3)CC2C)c(C)c1. Reaction SMILES: [C:37](=[O:38])([O-:39])[O-:40].[CH3:43][CH2:44][O:45][C:46](=[O:47])[CH3:48].[CH3:54][N:55]([CH3:56])[CH:57]=[O:58].[Cl:23][CH2:24][C:25](=[O:26])[NH:27][c:28]1[c:29]([CH3:36])[cH:30][c:31]([CH3:35])[cH:32][c:33]1[CH3:34].[F:1][c:2]1[cH:3][cH:4][c:5]([CH:8]([N:9]2[CH2:10][CH:11]([CH3:15])[NH:12][CH2:13][CH2:14]2)[c:16]2[cH:17][cH:18][c:19]([F:22])[cH:20][cH:21]2)[cH:6][cH:7]1.[K+:41].[K+:42].[O:49]1[CH2:50][CH2:51][CH2:52][CH2:53]1>>[F:1][c:2]1[cH:3][cH:4][c:5]([CH:8]([N:9]2[CH2:10][CH:11]([CH3:15])[N:12]([CH2:24][C:25](=[O:26])[NH:27][c:28]3[c:29]([CH3:36])[cH:30][c:31]([CH3:35])[cH:32][c:33]3[CH3:34])[CH2:13][CH2:14]2)[c:16]2[cH:17][cH:18][c:19]([F:22])[cH:20][cH:21]2)[cH:6][cH:7]1. Reactants: COCCN, COCCOC, Nc1nc(OS(=O)(=O)C(F)(F)F)c([N+](=O)[O-])c(-c2ccco2)n1. The product is COCCNc1nc(N)nc(-c2ccco2)c1[N+](=O)[O-]. Reaction SMILES: [CH3:24][O:25][CH2:26][CH2:27][NH2:28].[CH3:29][O:30][CH2:31][CH2:32][O:33][CH3:34].[NH2:1][c:2]1[n:3][c:4](-[c:19]2[o:20][cH:21][cH:22][cH:23]2)[c:5]([N+:16](=[O:17])[O-:18])[c:6]([O:8][S:9]([C:10]([F:11])([F:12])[F:13])(=[O:14])=[O:15])[n:7]1>>[NH2:1][c:2]1[n:3][c:4](-[c:19]2[o:20][cH:21][cH:22][cH:23]2)[c:5]([N+:16](=[O:17])[O-:18])[c:6]([NH:28][CH2:27][CH2:26][O:25][CH3:24])[n:7]1. The reagents and catalysts are FC1=CC=C(C(=O)Cl)C=C1 (4-fluorobenzoyl chloride), N1=CC=CC=C1 (pyridine). Conditions: temperature 0 celsius, time 15 minute. As a reaction SMILES: [N+:1]([C:4]1[CH:10]=[CH:9][C:7]([NH2:8])=[CH:6][CH:5]=1)([O-:3])=[O:2].N1C=CC=CC=1.[F:17][C:18]1[CH:26]=[CH:25][C:21]([C:22](Cl)=[O:23])=[CH:20][CH:19]=1>ClCCl.FC1C=CC(C(Cl)=O)=CC=1.N1C=CC=CC=1>[F:17][C:18]1[CH:26]=[CH:25][C:21]([C:22]([NH:8][C:7]2[CH:9]=[CH:10][C:4]([N+:1]([O-:3])=[O:2])=[CH:5][CH:6]=2)=[O:23])=[CH:20][CH:19]=1. The yield is 100.2%. Run in ClCCl (dichloromethane). Yields the product FC1=CC=C(C(=O)NC2=CC=C(C=C2)[N+](=O)[O-])C=C1 (4-(4-fluorobenzoyl)aminonitrobenzene). Procedure: To a suspension of 30.0 gm (0.217 mole) 4-nitroaniline in 225 mL dichloromethane were added 17.57 mL (0.217 mole) pyridine. The suspension was cooled to 0° C. and then 25.66 mL (0.217 mole) 4-fluorobenzoyl chloride were added slowly. Within 15 minutes the reaction mixture became homogeneous and was allowed to warm to room temperature. After an hour an additional 2.56 mL (21.7 mMol) 4-fluorobenzoyl chloride and 1.75 mL (21.7 mMol) pyridine were added and the reaction continued at room temperature... Reactants: N1=CC=CC=C1 (pyridine), [N+](=O)([O-])C1=CC=C(N)C=C1 (4-nitroaniline), FC1=CC=C(C(=O)Cl)C=C1 (4-fluorobenzoyl chloride). Reactants: C1(=CC=CC2=CC=CC=C12)C1CCNCC1 (4-(1-naphthyl)piperidine), Cl.ClCCCN1CCCCC1 (1-(3-chloropropyl)piperidine hydrochloride), Cl.ClCCCN1CC(CCC1)C1=CC=C(C=C1)OC (1-(3-chloropropyl)-3-(4-methoxyphenyl)piperidine hydrochloride). Yields the product Cl.C1(=CC=CC2=CC=CC=C12)C1CCN(CC1)CCCC1CNCCC1 (4-Naphthyl-1-(3-Piperidylpropyl)piperidine Hydrochloride). As a reaction SMILES: [C:1]1([CH:11]2[CH2:16][CH2:15][NH:14][CH2:13][CH2:12]2)[C:10]2[C:5](=[CH:6][CH:7]=[CH:8][CH:9]=2)[CH:4]=[CH:3][CH:2]=1.Cl.[Cl:18]CCCN1CCCCC1.Cl.ClCCC[N:33]1[CH2:38][CH2:37][CH2:36][CH:35]([C:39]2C=CC(OC)=[CH:41][CH:40]=2)[CH2:34]1>>[ClH:18].[C:1]1([CH:11]2[CH2:16][CH2:15][N:14]([CH2:41][CH2:40][CH2:39][CH:35]3[CH2:36][CH2:37][CH2:38][NH:33][CH2:34]3)[CH2:13][CH2:12]2)[C:10]2[C:5](=[CH:6][CH:7]=[CH:8][CH:9]=2)[CH:4]=[CH:3][CH:2]=1 |f:1.2,3.4,5.6|. Procedure: Using 4-(1-naphthyl)piperidine (149 mg, 0.60 mmol) and 1-(3-chloropropyl)piperidine hydrochloride (166 mg, 0.84 mmol) instead of 4-(3-indolyl)piperidine and 1-(3-chloropropyl)-3-(4-methoxyphenyl)piperidine hydrochloride respectively, reaction, extraction, and concentration were carried out in the same procedure as Example 2. The resulting crude product was purified by column chromatography on a silica gel (silica gel NH-DM 1020 produced by Fuji Silysia Chemical Ltd., eluent; hexane:ethyl acetate... Starting materials: O=[N+]([O-])c1cc(Br)ccc1Sc1ccc(O)cc1, CO, [Cl-], [Fe], [NH4+], C1CCOC1, O. Yields the product Nc1cc(Br)ccc1Sc1ccc(O)cc1. As a reaction SMILES: [Br:1][c:2]1[cH:3][c:4]([N+:16]([O-:17])=[O:18])[c:5]([S:8][c:9]2[cH:10][cH:11][c:12]([OH:15])[cH:13][cH:14]2)[cH:6][cH:7]1.[CH3:27][OH:28].[Cl-:19].[Fe:29].[NH4+:20].[O:21]1[CH2:22][CH2:23][CH2:24][CH2:25]1.[OH2:26]>>[Br:1][c:2]1[cH:3][c:4]([NH2:16])[c:5]([S:8][c:9]2[cH:10][cH:11][c:12]([OH:15])[cH:13][cH:14]2)[cH:6][cH:7]1.